This data is from the Open Reaction Database (ORD), a public repository of structured organic reaction records. The task is: describe an organic reaction: reactants, conditions, products, and yield The reactants are [O-]CC.[Na+] (Sodium ethoxide), FC1=CC=C(C=C1)C=1C(=NC(N1)=S)C1=CC=NC=C1 (5-(4-fluorophenyl)-4-(4-pyridinyl)imidazole-2-thione), bromoaliphatic compound. Solvent: CO (methanol), CO (methanol). Reaction conditions: time 10 minute. Product: FC1=CC=C(C=C1)C1=C(N=C(N1)S)C1=CC=NC=C1 (5-(4-Fluorophenyl)-4-pyridin-4-yl-1H-imidazole-2-thiol). Reaction SMILES: [F:1][C:2]1[CH:7]=[CH:6][C:5]([C:8]2[C:9]([C:14]3[CH:19]=[CH:18][N:17]=[CH:16][CH:15]=3)=[N:10][C:11](=[S:13])[N:12]=2)=[CH:4][CH:3]=1.[O-]CC.[Na+]>CO>[F:1][C:2]1[CH:3]=[CH:4][C:5]([C:8]2[NH:12][C:11]([SH:13])=[N:10][C:9]=2[C:14]2[CH:19]=[CH:18][N:17]=[CH:16][CH:15]=2)=[CH:6][CH:7]=1 |f:1.2|. Reported procedure: Under an atmosphere of argon, 5-(4-fluorophenyl)-4-(4-pyridinyl)imidazole-2-thione (0.001 mol/0.271 g) was dissolved in 20 ml of absolute methanol. Sodium ethoxide (0.0012 mol/0.065 g) was then added and the mixture was stirred for 10 min. The bromoaliphatic compound (0.0011 mol) in question, dissolved in 10 ml of absolute methanol, was added dropwise to the initial charge. The mixture was then heated under reflux for 4 h and subsequently stirred at room temperature for 2 h. After neutralization... Starting materials: FC1=CC=C(CC2=NN=C(O2)N)C=C1 (5-(4-fluoro-benzyl)-[1,3,4]oxadiazol-2-ylamine), NN (hydrazine), O (water). Reaction conditions: temperature 195 celsius. The product is OC1=CC=C(C=C1)CC(=O)NN ((4-Hydroxy-phenyl)-acetic acid hydrazide). Reaction SMILES: F[C:2]1[CH:14]=[CH:13][C:5]([CH2:6][C:7]2[O:11]C(N)=[N:9][N:8]=2)=[CH:4][CH:3]=1.NN.[OH2:17]>>[OH:17][C:2]1[CH:14]=[CH:13][C:5]([CH2:6][C:7]([NH:8][NH2:9])=[O:11])=[CH:4][CH:3]=1. Procedure details: A mixture of 5-(4-fluoro-benzyl)-[1,3,4]oxadiazol-2-ylamine 10.182 g (52.7 mmol), water 80 mL and anhydrous hydrazine 20 mL was refluxed under nitrogen on an oil bath (190-200 ° C.) for 23 hours. The mixture was cooled and allowed to crystallize at R.T. under nitrogen overnight. The precipitated product was collected by filtration, washed with ice-cold water (10 mL) and dried on high vacuum. The crude product was re-crystallized from water 60 mL (reflux under nitrogen, than to +4° C. in a refrig... Reactants: ClC(COC(NC1=CC(=NN1C1=CC=C(C=C1)C)C(C)(C)C)=O)(Cl)Cl (2,2,2-trichloroethyl[3-tert-butyl-1-(4-methylphenyl)-1H-pyrazol-5-yl]carbamate), CC1=C(C=C(C=C1)N)[N+](=O)[O-] ((4-methyl-3-nitrophenyl)amine), CCN(C(C)C)C(C)C (iPr2NEt). The solvent is CCOC(=O)C (EtOAc), CS(=O)C (DMSO). Reaction conditions: temperature 60 celsius, time 4 hour. Yields the product C(C)(C)(C)C1=NN(C(=C1)NC(=O)NC1=CC(=C(C=C1)C)[N+](=O)[O-])C1=CC=C(C=C1)C (1-[3-tert-butyl-1-(4-methylphenyl)-1H-pyrazol-5-yl]-3-(4-methyl-3-nitrophenyl)urea). Yield: 94.4%. As a reaction SMILES: ClC(Cl)(Cl)C[O:4][C:5](=O)[NH:6][C:7]1[N:11]([C:12]2[CH:17]=[CH:16][C:15]([CH3:18])=[CH:14][CH:13]=2)[N:10]=[C:9]([C:19]([CH3:22])([CH3:21])[CH3:20])[CH:8]=1.[CH3:26][C:27]1[CH:32]=[CH:31][C:30]([NH2:33])=[CH:29][C:28]=1[N+:34]([O-:36])=[O:35].CCN(C(C)C)C(C)C>CS(C)=O.CCOC(C)=O>[C:19]([C:9]1[CH:8]=[C:7]([NH:6][C:5]([NH:33][C:30]2[CH:31]=[CH:32][C:27]([CH3:26])=[C:28]([N+:34]([O-:36])=[O:35])[CH:29]=2)=[O:4])[N:11]([C:12]2[CH:17]=[CH:16][C:15]([CH3:18])=[CH:14][CH:13]=2)[N:10]=1)([CH3:21])([CH3:20])[CH3:22]. Procedure: To a mixture of 2,2,2-trichloroethyl[3-tert-butyl-1-(4-methylphenyl)-1H-pyrazol-5-yl]carbamate (101 mg) and (4-methyl-3-nitrophenyl)amine (38 mg) in DMSO (1 mL) was added iPr2NEt (44 under a nitrogen atmosphere and the mixture was stirred at 60° C. for 4 hr. The reaction mixture was diluted with EtOAc (2 mL) and successively washed with 1M HCl (2 mL×2), saturated aqueous NaHCO3 (2 mL) and brine (2 mL), dried over MgSO4 and filtered. The filtrate was evaporated in vacuo, and the residue was purif... Starting materials: ClC=1C=CC(=C(C=O)C1)F (5-chloro-2-fluorobenzaldehyde), CC1=NNC=N1 (3-methyl-1H-1,2,4-triazole), C(=O)([O-])[O-].[Cs+].[Cs+] (Cs2CO3). Run in CS(=O)C (DMSO), CCOC(=O)C (EtOAc). Conditions: temperature 45 celsius, time 8 hour. The product is ClC=1C=CC(=C(C=O)C1)N1N=C(N=C1)C (5-Chloro-2-(3-methyl-1H-1,2,4-triazol-1-yl)benzaldehyde), product. Isolated yield 20.0%. As a reaction SMILES: [Cl:1][C:2]1[CH:3]=[CH:4][C:5](F)=[C:6]([CH:9]=1)[CH:7]=[O:8].[CH3:11][C:12]1[N:16]=[CH:15][NH:14][N:13]=1.C([O-])([O-])=O.[Cs+].[Cs+]>CS(C)=O.CCOC(C)=O>[Cl:1][C:2]1[CH:3]=[CH:4][C:5]([N:14]2[CH:15]=[N:16][C:12]([CH3:11])=[N:13]2)=[C:6]([CH:9]=1)[CH:7]=[O:8] |f:2.3.4|. Procedure details: In a 25 ml RBF, a mixture of 5-chloro-2-fluorobenzaldehyde (505 mg, 3.09 mmol), 3-methyl-1H-1,2,4-triazole (270 mg, 3.09 mmol), Cs2CO3 (1007 mg, 3.09 mmol) in DMSO (6179 μl) was heated at 45° C. for 4 hrs and stirred at rt overnight. The reaction mixture was diluted with EtOAc and washed with water. The combined organic phase was washed with brine, dried over MgSO4, filtered, concentrated and purified by flash chromatography to yield 74A as white solid product (140 mg, 20%). 1H NMR (400 MHz, DMS...